This data is from the Open Reaction Database (ORD), a public repository of structured organic reaction records. The task is: describe an organic reaction: reactants, conditions, products, and yield Reactants: ClC1=C(C=CC(=C1)Cl)S (2,4-dichlorothiophenol), 3-chloro-4-fluoro-benzadehyde 3-chloro-3-fluoro-benzaldehyde, NCCCCCCO (6-amino-1-hexanol), BrC1=C(C=CC=C1)S (2-bromothiophenol), ClC1=C(C=O)C=CC=C1 (2-chlorobenzaldehyde), N1CCSCC1 (thiomorpholine). Product: BrC1=C(C=CC=C1)SC1=C(C=C(C=C1)\C=C\C(=O)S1CCNCC1)Cl ((2-Bromophenyl)[2-chloro-4-(E-((thiomorpholin-1-yl)carbonyl)ethenyl)phenyl]sulfide). Reaction SMILES: [Cl:1][C:2]1[CH:7]=[C:6](Cl)[CH:5]=[CH:4][C:3]=1[SH:9].[Br:10][C:11]1[CH:16]=[CH:15][CH:14]=[CH:13][C:12]=1S.ClC1C=CC=[CH:23][C:20]=1[CH:21]=[O:22].NCCCCCCO.[NH:35]1[CH2:40][CH2:39][S:38][CH2:37][CH2:36]1>>[Br:10][C:11]1[CH:16]=[CH:15][CH:14]=[CH:13][C:12]=1[S:9][C:3]1[CH:4]=[CH:5][C:6](/[CH:23]=[CH:20]/[C:21]([SH:38]2[CH2:39][CH2:40][NH:35][CH2:36][CH2:37]2)=[O:22])=[CH:7][C:2]=1[Cl:1]. Reported procedure: The title compound was prepared by the procedures described in Example 1 substituting 2,4-dichlorothiophenol with 2-bromothiophenol, 2-chlorobenzaldehyde with 3-chloro-4-fluoro-benzadehyde 3-chloro-3-fluoro-benzaldehyde, and 6-amino-1-hexanol with thiomorpholine. 1H NMR (DMSO-d6, 300 MHz) 68.10 (d, J=1.5 Hz, 1H), 7.80 (d, J=8.5 Hz, 1H), 7.64 (dd, J=8.1, 1.5 Hz, 1H), 7.31-7.48 (m, 4H), 7.36 (m, 1H), 7.26 (dd, J=8.1, 1.8 Hz, 1H), 7.05 (d J=8.1 Hz, 1H), 3.96 (m, 2H), 3.82 (m, 2H), 2.62 (m, 4H). HRM... Reactants: COCC1=NN(C=C1C=O)C1=NC(=CC=C1)C(F)(F)F (3-(methoxymethyl)-1-[6-(trifluoromethyl)pyridin-2-yl]-1H-pyrazole-4-carbaldehyde), COCC1=NN(C=C1C=O)C1=NC(=CC=C1)C(F)(F)F (3-(methoxymethyl)-1-[6-(trifluoromethyl)pyridin-2-yl]-1H-pyrazole-4-carbaldehyde), C1(CCCCC1)[Mg]Br (cyclohexylmagnesium bromide). Solvent: O1CCCC1 (tetrahydrofuran). Conditions: time 15 minute. Product: C1(CCCCC1)C(O)C=1C(=NN(C1)C1=NC(=CC=C1)C(F)(F)F)COC (cyclohexyl{3-(methoxymethyl)-1-[6-(trifluoromethyl)pyridin-2-yl]-1H-pyrazol-4-yl}methanol). The yield is 67.0%. RXN SMILES: [CH3:1][O:2][CH2:3][C:4]1[C:8]([CH:9]=[O:10])=[CH:7][N:6]([C:11]2[CH:16]=[CH:15][CH:14]=[C:13]([C:17]([F:20])([F:19])[F:18])[N:12]=2)[N:5]=1.[CH:21]1([Mg]Br)[CH2:26][CH2:25][CH2:24][CH2:23][CH2:22]1>O1CCCC1>[CH:21]1([CH:9]([C:8]2[C:4]([CH2:3][O:2][CH3:1])=[N:5][N:6]([C:11]3[CH:16]=[CH:15][CH:14]=[C:13]([C:17]([F:20])([F:18])[F:19])[N:12]=3)[CH:7]=2)[OH:10])[CH2:26][CH2:25][CH2:24][CH2:23][CH2:22]1. Procedure details: To a solution (100 mL) of 3-(methoxymethyl)-1-[6-(trifluoromethyl)pyridin-2-yl]-1H-pyrazole-4-carbaldehyde (5.3 g) synthesized in the above-mentioned (2) in tetrahydrofuran was added dropwise under ice-cooling cyclohexylmagnesium bromide (25.0 mL, 1M tetrahydrofuran solution). After the completion of the dropwise addition, the ice bath was removed, and the mixture was stirred at room temperature for 15 min. To the reaction mixture was added aqueous ammonium chloride solution, and the mixture was... The reactants are C(CCC)OC(=O)C=1N=C(C2=CC=C(C=C2C1O)OC1=CC=C(C=C1)F)Br (1-bromo-6-(4-fluoro-phenoxy)-4-hydroxy-isoquinoline-3-carboxylic acid butyl ester), C(#N)[Cu] (CuCN). The product is C(CCC)OC(=O)C=1N=C(C2=CC=C(C=C2C1O)OC1=CC=C(C=C1)F)C#N (1-Cyano-6-(4-fluoro-phenoxy)-4-hydroxy-isoquinoline-3-carboxylic acid butyl ester). Reaction SMILES: [CH2:1]([O:5][C:6]([C:8]1[N:9]=[C:10](Br)[C:11]2[C:16]([C:17]=1[OH:18])=[CH:15][C:14]([O:19][C:20]1[CH:25]=[CH:24][C:23]([F:26])=[CH:22][CH:21]=1)=[CH:13][CH:12]=2)=[O:7])[CH2:2][CH2:3][CH3:4].[C:28]([Cu])#[N:29]>>[CH2:1]([O:5][C:6]([C:8]1[N:9]=[C:10]([C:28]#[N:29])[C:11]2[C:16]([C:17]=1[OH:18])=[CH:15][C:14]([O:19][C:20]1[CH:25]=[CH:24][C:23]([F:26])=[CH:22][CH:21]=1)=[CH:13][CH:12]=2)=[O:7])[CH2:2][CH2:3][CH3:4]. Procedure: Synthesized from 1-bromo-6-(4-fluoro-phenoxy)-4-hydroxy-isoquinoline-3-carboxylic acid butyl ester and CuCN in analogy to Example 3a.; MS-(−)-ion: M−1=379.2. Reactants: O1CCCC1 (tetrahydrofuran), ice, [H-].[Na+] (sodium hydride), CSCS(=O)C (methyl methylthiomethyl sulfoxide), BrC1=CC=C(CBr)C=C1 (p-bromobenzyl bromide). Solvent: C(Cl)Cl (methylene chloride). Reaction conditions: time 1 hour. The product is BrC1=CC=C(C=C1)CC(SC)S(=O)C (methyl 2-(p-bromophenyl)-1-methylthioethyl sulfoxide). The yield is 31.1%. RXN SMILES: [CH3:1][S:2][CH2:3][S:4]([CH3:6])=[O:5].O1CCCC1.[H-].[Na+].[Br:14][C:15]1[CH:22]=[CH:21][C:18]([CH2:19]Br)=[CH:17][CH:16]=1>C(Cl)Cl>[Br:14][C:15]1[CH:22]=[CH:21][C:18]([CH2:19][CH:3]([S:4]([CH3:6])=[O:5])[S:2][CH3:1])=[CH:17][CH:16]=1 |f:2.3|. Reported procedure: 1.182 g of methyl methylthiomethyl sulfoxide was dissolved in 5 ml. of tetrahydrofuran, and under cooling with ice 229 mg (1.0 equivalent) of sodium hydride was added. The mixture was stirred for one hour. 1.91 g of p-bromobenzyl bromide (0.8 equivalent) was added, and the mixture was further stirred for 13 hours at room temperature. 50 ml. of methylene chloride was added, and the resulting precipitate was filtered. The filtrate was concentrated at reduced pressure, and subjected to column chrom... The reactants are CN1CCOCC1 (N-methylmorpholine), ClC(=O)OCC(C)C (isobutyl chloroformate), C(C1=CC=CC=C1)OC(=O)N[C@@H](CC(C)C)C(=O)O (N-benzyloxycarbonyl-L-leucine). Solvent: C1CCOC1 (THF). Run at time 15 minute. The product is C(C1=CC=CC=C1)OC(=O)NC([C@@H](N)CC(C)C)=O (N-benzyloxycarbonyl-L-leucinamide). Isolated yield 100.2%. As a reaction SMILES: [CH2:1]([O:8][C:9]([NH:11][C@H](C(O)=O)CC(C)C)=[O:10])[C:2]1[CH:7]=[CH:6][CH:5]=[CH:4][CH:3]=1.C[N:21]1[CH2:26][CH2:25][O:24]CC1.ClC(O[CH2:31][CH:32]([CH3:34])[CH3:33])=O>C1COCC1>[CH2:1]([O:8][C:9]([NH:11][C:25](=[O:24])[C@H:26]([CH2:31][CH:32]([CH3:34])[CH3:33])[NH2:21])=[O:10])[C:2]1[CH:7]=[CH:6][CH:5]=[CH:4][CH:3]=1. Procedure: To a stirring solution of N-benzyloxycarbonyl-L-leucine (4.6 g, 17.3 mmol) in THF, cooled to −40° C., was added N-methylmorpholine (3.68 g, 36.4 mmol; 4.0 mL) and isobutyl chloroformate (2.37 g, 17.3 mmol; 2.25 mL). After stirring for 15 min, ammonia was bubbled through the solution for 5 min. The solution was warmed to room temperature, evaporated, and the residue was dissolved in ethyl acetate, washed with 0.1 N Hcl, and saturated brine, then dried (MgSO4), filtered and evaporated to dryness t...